This data is from the Open Reaction Database (ORD), a public repository of structured organic reaction records. The task is: describe an organic reaction: reactants, conditions, products, and yield The reactants are S1CNCC1 (Thiazolidine), C(=O)(OC(C)(C)C)N[C@@H](CC1=CC=CC=C1)C(=O)O (Boc-L-phenylalanine). The product is C(C)(C)(C)OC(N[C@H](C(N1CSCC1)=O)CC1=CC=CC=C1)=O ((S)-(1-Benzyl-2-oxo-2-thiazolidin-3-yl-ethyl)-carbamic acid tert-butyl ester). RXN SMILES: [S:1]1[CH2:5][CH2:4][NH:3][CH2:2]1.[C:6]([NH:13][C@H:14]([C:22](O)=[O:23])[CH2:15][C:16]1[CH:21]=[CH:20][CH:19]=[CH:18][CH:17]=1)([O:8][C:9]([CH3:12])([CH3:11])[CH3:10])=[O:7]>>[C:9]([O:8][C:6](=[O:7])[NH:13][C@@H:14]([CH2:15][C:16]1[CH:21]=[CH:20][CH:19]=[CH:18][CH:17]=1)[C:22](=[O:23])[N:3]1[CH2:4][CH2:5][S:1][CH2:2]1)([CH3:12])([CH3:10])[CH3:11]. Procedure details: Thiazolidine (38 mmol) and Boc-L-phenylalanine (19 mmol) were coupled according to Procedure A (0-25° C. reaction temperature, washed with acid then base) and the product used without further purification. Yield 5.5 g, 86%.